From a dataset of the Open Reaction Database (ORD), a public repository of structured organic reaction records. describe an organic reaction: reactants, conditions, products, and yield Starting materials: CCOC(=O)CCN(C)C(=O)CC(=O)OCC, CCOC(=O)C1C(=O)CCN(C)C1=O, CCO, CCOCC, [Na]. Product: CN1CCC(=O)CC1=O. RXN SMILES: [CH2:2]([O:3][C:4](=[O:5])[CH2:6][CH2:7][N:8]([C:9]([CH2:10][C:11]([O:13][CH2:12][CH3:14])=[O:15])=[O:16])[CH3:17])[CH3:18].[CH3:19][N:20]1[CH2:21][CH2:22][C:23](=[O:24])[CH:25]([C:26]([O:27][CH2:28][CH3:29])=[O:30])[C:31]1=[O:32].[CH3:33][CH2:34][OH:35].[CH3:36][CH2:37][O:38][CH2:39][CH3:40].[Na:1]>>[CH2:6]1[CH2:7][N:8]([CH3:17])[C:9](=[O:16])[CH2:10][C:11]1=[O:13]. Starting materials: CO, O=C(CCCCl)c1ccc(Cl)cc1, Cl, NNC(N)=S, O. Product: NC(=S)NN=C(CCCCl)c1ccc(Cl)cc1. RXN SMILES: [CH3:19][OH:20].[Cl:6][CH2:7][CH2:8][CH2:9][C:10](=[O:11])[c:12]1[cH:13][cH:14][c:15]([Cl:18])[cH:16][cH:17]1.[ClH:21].[NH2:1][NH:2][C:3](=[S:4])[NH2:5].[OH2:22]>>[N:1]([NH:2][C:3](=[S:4])[NH2:5])=[C:10]([CH2:9][CH2:8][CH2:7][Cl:6])[c:12]1[cH:13][cH:14][c:15]([Cl:18])[cH:16][cH:17]1. The yield is 91.6%. Reported procedure: A solution of 14.70 g (0.053 mole) of 2-amino-5-bromobenzophenone and 6.0 g (0.21 mole) of methyl isocyanate in 75 ml of methylene chloride was refluxed for two days and then cooled. The solid portion of the reaction mixture was collected on a filter and washed with methylene chloride to give 16.18 g (90% yield) of 6-bromo-3,4-dihydro-4-hydroxy-3-methyl-4-phenyl-2(1H)-quinazolinone as a white crystalline powder: mp 293°-294° (dec.). RXN SMILES: [NH2:1][C:2]1[CH:15]=[CH:14][C:13]([Br:16])=[CH:12][C:3]=1[C:4]([C:6]1[CH:11]=[CH:10][CH:9]=[CH:8][CH:7]=1)=[O:5].[CH3:17][N:18]=[C:19]=[O:20]>C(Cl)Cl>[Br:16][C:13]1[CH:12]=[C:3]2[C:2](=[CH:15][CH:14]=1)[NH:1][C:19](=[O:20])[N:18]([CH3:17])[C:4]2([OH:5])[C:6]1[CH:7]=[CH:8][CH:9]=[CH:10][CH:11]=1. Reactants: NC1=C(C(=O)C2=CC=CC=C2)C=C(C=C1)Br (2-amino-5-bromobenzophenone), CN=C=O (methyl isocyanate). Product: BrC=1C=C2C(N(C(NC2=CC1)=O)C)(C1=CC=CC=C1)O (6-bromo-3,4-dihydro-4-hydroxy-3-methyl-4-phenyl-2(1H)-quinazolinone). Run in C(Cl)Cl (methylene chloride).